From a dataset of the Open Reaction Database (ORD), a public repository of structured organic reaction records. describe an organic reaction: reactants, conditions, products, and yield The reactants are ClC(C)Cl (dichloroethane), C(C)(C)(C)OC(=O)N[C@H](C(O)C=1C(C1)=O)CCCC (2-((2S)-2-tert-butoxycarbonylamino-1-hydroxyhexyl) cyclopropenone), O.C1(=CC=C(C=C1)S(=O)(=O)O)C (p-toluene sulfonate monohydrate). Conditions: time 5 hour. The product is C1(=CC=C(C=C1)S(=O)(=O)O)C.N[C@H](C(O)C=1C(C1)=O)CCCC (2-((2S)-2-amino-1-hydroxyhexyl) cyclopropenone p-toluene sulfonate). The yield is 131.5%. As a reaction SMILES: ClC(Cl)C.C(OC([NH:12][C@@H:13]([CH2:20][CH2:21][CH2:22][CH3:23])[CH:14]([C:16]1[C:17](=[O:19])[CH:18]=1)[OH:15])=O)(C)(C)C.O.[C:25]1([CH3:35])[CH:30]=[CH:29][C:28]([S:31]([OH:34])(=[O:33])=[O:32])=[CH:27][CH:26]=1>>[C:25]1([CH3:35])[CH:26]=[CH:27][C:28]([S:31]([OH:34])(=[O:32])=[O:33])=[CH:29][CH:30]=1.[NH2:12][C@@H:13]([CH2:20][CH2:21][CH2:22][CH3:23])[CH:14]([C:16]1[C:17](=[O:19])[CH:18]=1)[OH:15] |f:2.3,4.5|. Procedure: To 5 ml of a dichloroethane solution of 150 mg of 2-((2S)-2-tert-butoxycarbonylamino-1-hydroxyhexyl) cyclopropenone obtained in Example 22 was added 106 mg of p-toluene sulfonate monohydrate. After stirring at room temperature for 5 hours, the solvent was distilled off under reduced pressure to give 250 mg of the titled product. Reactants: C (charcoal), C(C)(=O)NC=1NC(C=2N=CN(C2N1)COCC(COC(C)=O)OC(C)=O)=O (2-Acetamido-9-(2,3-diacetoxy-1-propoxymethyl)hypoxanthine), title compound ( I ), C(Cl)(Cl)Cl (CHCl3), CO (CH3OH). Solvent: O (H2O), CN (methylamine). Conditions: time 1 hour. Yields the product OC(COCN1C=2N=C(NC(C2N=C1)=O)N)CO (9-(2,3-Dihydroxy-1-propoxymethyl)guanine). Yield: 89.7%. As a reaction SMILES: C([NH:4][C:5]1[NH:6][C:7](=[O:27])[C:8]2[N:9]=[CH:10][N:11]([CH2:14][O:15][CH2:16][CH:17]([O:23]C(=O)C)[CH2:18][O:19]C(=O)C)[C:12]=2[N:13]=1)(=O)C.C(Cl)(Cl)Cl.CO.C>CN.O>[OH:23][CH:17]([CH2:18][OH:19])[CH2:16][O:15][CH2:14][N:11]1[CH:10]=[N:9][C:8]2[C:7](=[O:27])[NH:6][C:5]([NH2:4])=[N:13][C:12]1=2. Reported procedure: A solution of 1.14 g (3.0 mmole) of 2-acetamide-9-(2,3-diacetoxy-1-propoxymethyl)hypoxanthine (VIII) from Step B above was heated at reflux in 40% aqueous methylamine with stirring under N2 for 1 hour and then cooled. TLC (80:20:2 CHCl3 --CH3OH--H2O) showed complete conversion to the title compound (I). The light orange solution was treated with some charcoal and filtered through Super-Cel. Concentration of the filtrate gave a solid which was recrystallized from H2O (adjusted to about pH 6 with ... Starting materials: BrC1=C2C(=C(N=C1)Cl)NC=C2 (4-bromo-7-chloro-1H-pyrrolo[2,3-c]pyridine), [H-].[Na+] (sodium hydride), FC(S(=O)(=O)O[Si](C)(C)C(C)(C)C)(F)F (tert-butyldimethylsilyl trifluoromethanesulphonate). Run in O1CCCC1 (tetrahydrofuran), O1CCCC1 (tetrahydrofuran). Conditions: time 30 minute. Product: BrC1=C2C(=C(N=C1)Cl)N(C=C2)[Si](C)(C)C(C)(C)C (4-Bromo-1-(tert-butyl-dimethyl-silanyl)-7-chloro-1H-pyrrolo[2,3-c]pyridine). As a reaction SMILES: [Br:1][C:2]1[CH:7]=[N:6][C:5]([Cl:8])=[C:4]2[NH:9][CH:10]=[CH:11][C:3]=12.[H-].[Na+].FC(F)(F)S(O[Si:20]([C:23]([CH3:26])([CH3:25])[CH3:24])([CH3:22])[CH3:21])(=O)=O>O1CCCC1>[Br:1][C:2]1[CH:7]=[N:6][C:5]([Cl:8])=[C:4]2[N:9]([Si:20]([C:23]([CH3:26])([CH3:25])[CH3:24])([CH3:22])[CH3:21])[CH:10]=[CH:11][C:3]=12 |f:1.2|. Procedure: To a solution of 4-bromo-7-chloro-1H-pyrrolo[2,3-c]pyridine (1.64 g) in dry tetrahydrofuran (80 ml) at 0° C. under an atmosphere of nitrogen was added portionwise sodium hydride (60% dispersion in mineral oil, 625 mg). After addition, the solution was stirred at room temperature for 30 minutes. The solution was then recooled to 0° C. and a solution of tert-butyldimethylsilyl trifluoromethanesulphonate (3.75 g) in dry tetrahydrofuran (20 ml) was added dropwise. The solution was partitioned betwee...